This data is from the Open Reaction Database (ORD), a public repository of structured organic reaction records. The task is: describe an organic reaction: reactants, conditions, products, and yield Starting materials: N1CCC(CC1)CCC(=O)O (3-piperidin-4-yl-propionic acid), [OH-].[Na+] (NaOH), C(OCC1=CC(=CC(=C1)Cl)Cl)(=O)Cl (3,5-Dichlorobenzyl carbono-chloridate). The solvent is C(Cl)Cl (DCM). Run at time 2 hour. Yields the product ClC=1C=C(COC(=O)N2CCC(CC2)CCC(=O)O)C=C(C1)Cl (3-(1-(((3,5-dichlorobenzyl)oxy)carbonyl)piperidin-4-yl)propanoic acid). RXN SMILES: [NH:1]1[CH2:6][CH2:5][CH:4]([CH2:7][CH2:8][C:9]([OH:11])=[O:10])[CH2:3][CH2:2]1.[OH-].[Na+].[C:14](Cl)(=[O:25])[O:15][CH2:16][C:17]1[CH:22]=[C:21]([Cl:23])[CH:20]=[C:19]([Cl:24])[CH:18]=1>C(Cl)Cl>[Cl:23][C:21]1[CH:22]=[C:17]([CH:18]=[C:19]([Cl:24])[CH:20]=1)[CH2:16][O:15][C:14]([N:1]1[CH2:6][CH2:5][CH:4]([CH2:7][CH2:8][C:9]([OH:11])=[O:10])[CH2:3][CH2:2]1)=[O:25] |f:1.2|. Reported procedure: To 3-piperidin-4-yl-propionic acid (1 g, 6.36 mmol) in DCM (20 ml) was added 2M NaOH (9.54 ml, 19.08 mmol) to give a colorless biphasic solution. 3,5-Dichlorobenzyl carbono-chloridate (1.523 g, 6.36 mmol) was added to the reaction mixture and this was stirred at RT for 2 hrs. The mixture was extracted with DCM (2×50 ml), and the organics were dried (MgSO4) and concentrated to give the product as a white solid. Starting materials: C(C1=CC=CC=C1)NC1=CC=C2CCNC(C2=C1)=O (7-benzylamino-3,4-dihydro-2H-isoquinolin-1-one), N1=CC=CC=C1 (pyridine), CN1N=C(C=C1)S(=O)(=O)Cl (1-methyl-1H-pyrazole-3-sulfonyl chloride), ClCCl (dichloromethane). Yields the product ClC1=CC=C(CN(S(=O)(=O)C2=NN(C=C2)C)C2=CC=C3CCNC(C3=C2)=O)C=C1 (1-Methyl-1H-pyrazole-3-sulfonic acid (4-chloro-benzyl)-(1-oxo-1,2,3,4-tetrahydro-isoquinolin-7-yl)-amide). The yield is 41.0%. As a reaction SMILES: [CH2:1]([NH:8][C:9]1[CH:18]=[C:17]2[C:12]([CH2:13][CH2:14][NH:15][C:16]2=[O:19])=[CH:11][CH:10]=1)[C:2]1[CH:7]=[CH:6][CH:5]=[CH:4][CH:3]=1.N1C=CC=CC=1.[CH3:26][N:27]1[CH:31]=[CH:30][C:29]([S:32](Cl)(=[O:34])=[O:33])=[N:28]1.[Cl:36]CCl>>[Cl:36][C:5]1[CH:6]=[CH:7][C:2]([CH2:1][N:8]([C:9]2[CH:18]=[C:17]3[C:12]([CH2:13][CH2:14][NH:15][C:16]3=[O:19])=[CH:11][CH:10]=2)[S:32]([C:29]2[CH:30]=[CH:31][N:27]([CH3:26])[N:28]=2)(=[O:34])=[O:33])=[CH:3][CH:4]=1. Reported procedure: To a stirred solution of 7-benzylamino-3,4-dihydro-2H-isoquinolin-1-one (100 mg, 0.34 mmol) and pyridine (63 μl, 0.77 mmol) in anhydrous dichloromethane (2 ml) was added 1-methyl-1H-pyrazole-3-sulfonyl chloride (138 mg, 0.77 mmol) and the reaction heated at reflux for 15 hrs. The reaction was cooled and the solvent evaporated in vacuo. The crude residue was purified by flash column chromatography (50% ethyl acetate in dichloromethane) to afford the title compound as a colourless solid (63 mg, 41... Reactants: C1CCOC1, COc1ccc2c(c1)C(c1ccc(Cl)cc1)=NC(C(C)C(=O)[O-])c1nnc(C)n1-2, [Na+], [OH-]. Product: COc1ccc2c(c1)C(c1ccc(Cl)cc1)=NC(CC(=O)O)c1nnc(C)n1-2. RXN SMILES: [CH2:32]1[O:33][CH2:34][CH2:35][CH2:36]1.[CH3:1][CH:2]([C:3](=[O:4])[O-:5])[CH:6]1[c:7]2[n:8]([c:26]([CH3:29])[n:27][n:28]2)-[c:9]2[c:10]([cH:20][c:21]([O:24][CH3:25])[cH:22][cH:23]2)[C:11]([c:13]2[cH:14][cH:15][c:16]([Cl:19])[cH:17][cH:18]2)=[N:12]1.[Na+:31].[OH-:30]>>[CH2:2]([C:3](=[O:4])[OH:5])[CH:6]1[c:7]2[n:8]([c:26]([CH3:29])[n:27][n:28]2)-[c:9]2[c:10]([cH:20][c:21]([O:24][CH3:25])[cH:22][cH:23]2)[C:11]([c:13]2[cH:14][cH:15][c:16]([Cl:19])[cH:17][cH:18]2)=[N:12]1. Reactants: C(C)(C)(C)C=1C=C2CC(C(C2=CC1)NC(=O)NC1=C2C=NNC2=CC=C1)F (N-(5-tert-butyl-2-fluoro-2,3-dihydro-1H-inden-1-yl)-N′-1H-indazol-4-ylurea), N (NH3), CO (MeOH). Run in C(Cl)Cl (CH2Cl2). The product is C(C)(C)(C)C=1C=C2C[C@H]([C@H](C2=CC1)NC(=O)NC1=C2C=NNC2=CC=C1)F (N-[(1S,2R)-5-tert-butyl-2-fluoro-2,3-dihydro-1H-inden-1-yl]-N′-1H-indazol-4-ylurea). Reaction SMILES: [C:1]([C:5]1[CH:6]=[C:7]2[C:11](=[CH:12][CH:13]=1)[CH:10]([NH:14][C:15]([NH:17][C:18]1[CH:26]=[CH:25][CH:24]=[C:23]3[C:19]=1[CH:20]=[N:21][NH:22]3)=[O:16])[CH:9]([F:27])[CH2:8]2)([CH3:4])([CH3:3])[CH3:2].N.CO>C(Cl)Cl>[C:1]([C:5]1[CH:6]=[C:7]2[C:11](=[CH:12][CH:13]=1)[C@H:10]([NH:14][C:15]([NH:17][C:18]1[CH:26]=[CH:25][CH:24]=[C:23]3[C:19]=1[CH:20]=[N:21][NH:22]3)=[O:16])[C@H:9]([F:27])[CH2:8]2)([CH3:4])([CH3:2])[CH3:3]. Procedure details: The title compound was prepared by chiral separation of the corresponding racemic compound N-(5-tert-butyl-2-fluoro-2,3-dihydro-1H-inden-1-yl)-N′-1H-indazol-4-ylurea (Ex. 39) using a chiral column ChiralCel OD. 1H NMR (300 MHz, d6-DMSO) 13.01 (broad s, 1H), 8.87 (s, 1H), 8.08 (s, 1H), 7.71 (d, 1H), 7.33 (s, 1H), 7.30 (d, 1H), 7.21 (m, 2H), 7.09 (d, 1H), 6.87 (d, 1H), 5.33-5.46 (m, 2H), 3.05-3.27 (m, 2H), 1.27 (s, 9H). MS (DCI/NH3) m/e 367 (M+H)+. [α]D +2.67° (c=0.935, 1:1 MeOH:CH2Cl2). Structure... Reactants: C(C=1C(C(=O)OC(C)(C=C)CCC=C(C)C)=CC=CC1)(=O)OC(C)(C=C)CCC=C(C)C (dilinalyl phthalate). The reagents and catalysts are [Pd] (palladium on charcoal). Run in O1CCCC1 (tetrahydrofuran). The product is C(C=1C(C(=O)O)=CC=CC1)(=O)O (phthalic acid). RXN SMILES: [C:1]([O:22]C(CCC=C(C)C)(C=C)C)(=[O:21])[C:2]1[C:3](=[CH:17][CH:18]=[CH:19][CH:20]=1)[C:4]([O:6]C(CCC=C(C)C)(C=C)C)=[O:5]>O1CCCC1.[Pd]>[C:1]([OH:22])(=[O:21])[C:2]1[C:3](=[CH:17][CH:18]=[CH:19][CH:20]=1)[C:4]([OH:6])=[O:5]. Procedure details: A solution of 10 g (22.8 mmol) dilinalyl phthalate (prepared by the procedure of Example 1) in 100 mL tetrahydrofuran was treated with 2 g palladium on charcoal catalyst and hydrogenated quickly at 40 psi. A small amount of cleavage gave some phthalic acid byproduct, so the mixture was chromatographed on silica gel to give 7.1 g (70% yield) of pure viscous liquid Compound 6, confirmed by its nmr spectrum. Starting materials: C(C)(C)NC(C)C (diisopropylamine), C(CCC)[Li] (n-butyllithium), O=C(CCC(C)C)N1C(O[C@@H]([C@@H]1C)C1=CC=CC=C1)=O ((4S, 5R)-3-(1-oxo-4-methylpentyl)-4-methyl-5-phenyl-2-oxazolidinone), BrCSCC1=CC=CC=C1 (benzyl bromomethyl sulfide), [NH4+].[Cl-] (NH4Cl). Solvent: C1CCOC1 (THF), C1CCOC1 (THF). Run at temperature -78 celsius. Yields the product C(C)(C)[N-]C(C)C.[Li+] (lithium diisopropylamide), O=C([C@H](CC(C)C)CSCC1=CC=CC=C1)N1C(O[C@@H]([C@@H]1C)C1=CC=CC=C1)=O ((4S, 5R)-3-[(2S)-1-oxo-2-((benzylthio)methyl)-4-methylpentyl]-4-methyl-5-phenyl-2-oxazolidinone). The yield is 96.0%. RXN SMILES: [CH:1]([NH:4][CH:5]([CH3:7])[CH3:6])([CH3:3])[CH3:2].C([Li:12])CCC.[O:13]=[C:14]([N:20]1[C@@H:24]([CH3:25])[C@@H:23]([C:26]2[CH:31]=[CH:30][CH:29]=[CH:28][CH:27]=2)[O:22][C:21]1=[O:32])[CH2:15][CH2:16][CH:17]([CH3:19])[CH3:18].Br[CH2:34][S:35][CH2:36][C:37]1[CH:42]=[CH:41][CH:40]=[CH:39][CH:38]=1.[NH4+].[Cl-]>C1COCC1>[CH:1]([N-:4][CH:5]([CH3:7])[CH3:6])([CH3:3])[CH3:2].[Li+:12].[O:13]=[C:14]([N:20]1[C@@H:24]([CH3:25])[C@@H:23]([C:26]2[CH:27]=[CH:28][CH:29]=[CH:30][CH:31]=2)[O:22][C:21]1=[O:32])[C@@H:15]([CH2:34][S:35][CH2:36][C:37]1[CH:42]=[CH:41][CH:40]=[CH:39][CH:38]=1)[CH2:16][CH:17]([CH3:19])[CH3:18] |f:4.5,7.8|. Procedure: A solution of lithium diisopropylamide was prepared from 1.96 mL (1.42 g) of diisopropylamine and 7.6 mL of n-butyllithium (1.75M in hexane) in 14 mL of THF. The solution was cooled to -78° C. with stirring, combined with a solution of (4S, 5R)-3-(1-oxo-4-methylpentyl)-4-methyl-5-phenyl-2-oxazolidinone (3.50 g) in THF (14 mL) and stirred for 30 min at -78° C. To this mixture was added 2.1 mL (3.1 g) of benzyl bromomethyl sulfide. The reaction mixture was stirred for 2 h at -25° C. and for 2 h at... Yields the product CNC(=C[N+](=O)[O-])CCCCCCO. Reaction SMILES: [CH3:18][CH2:19][OH:20].[CH3:9][NH:10][C:11](=[CH:12][N+:13](=[O:14])[O-:15])[S:16][CH3:17].[NH2:1][CH2:2][CH2:3][CH2:4][CH2:5][CH2:6][CH2:7][OH:8]>>[CH2:2]([CH2:3][CH2:4][CH2:5][CH2:6][CH2:7][OH:8])[C:11]([NH:10][CH3:9])=[CH:12][N+:13](=[O:14])[O-:15]. Reactants: CCO, CNC(=C[N+](=O)[O-])SC, NCCCCCCO. Reactants: COC=1C=C2C(=NC=NC2=CC1OC)OC1=CC=C(N)C=C1 (4-[(6,7-Dimethoxy-4-quinazolinyl)oxy]aniline), ClC(Cl)(OC(OC(Cl)(Cl)Cl)=O)Cl (triphosgene), C([O-])(O)=O.[Na+] (sodium bicarbonate), C1(=CC=CC=C1)CO (phenylmethanol). Reaction SMILES: [CH3:1][O:2][C:3]1[CH:4]=[C:5]2[C:10](=[CH:11][C:12]=1[O:13][CH3:14])[N:9]=[CH:8][N:7]=[C:6]2[O:15][C:16]1[CH:22]=[CH:21][C:19]([NH2:20])=[CH:18][CH:17]=1.Cl[C:24](Cl)([O:26][C:27](=[O:33])OC(Cl)(Cl)Cl)Cl.[C:35]1(CO)[CH:40]=[CH:39][CH:38]=[CH:37][CH:36]=1.C(=O)(O)[O-].[Na+]>C(Cl)Cl.C(N(CC)CC)C.C1(C)C=CC=CC=1>[CH3:1][O:2][C:3]1[CH:4]=[C:5]2[C:10](=[CH:11][C:12]=1[O:13][CH3:14])[N:9]=[CH:8][N:7]=[C:6]2[O:15][C:16]1[CH:22]=[CH:21][C:19]([NH:20][C:27](=[O:33])[O:26][CH2:24][C:35]2[CH:40]=[CH:39][CH:38]=[CH:37][CH:36]=2)=[CH:18][CH:17]=1 |f:3.4|. Yield: 68.9%. Procedure: 4-[(6,7-Dimethoxy-4-quinazolinyl)oxy]aniline (100 mg) was added to toluene (10 ml) and triethylamine (1 ml), and the mixture was heated under reflux to prepare a solution. A solution of triphosgene (151 mg) in methylene chloride was then added thereto, and the mixture was heated under reflux for 10 min. Next, phenylmethanol (55 mg) was added thereto, and the mixture was further stirred with heating under reflux for 3 hr. A saturated aqueous sodium bicarbonate solution was added to stop the react... Product: COC=1C=C2C(=NC=NC2=CC1OC)OC1=CC=C(C=C1)NC(OCC1=CC=CC=C1)=O (Benzyl N-{4-[(6,7-dimethoxy-4-quinazolinyl)oxy]phenyl}carbamate). Run in C(C)N(CC)CC (triethylamine), C1(=CC=CC=C1)C (toluene), C(Cl)Cl (methylene chloride).